From a dataset of the Open Reaction Database (ORD), a public repository of structured organic reaction records. describe an organic reaction: reactants, conditions, products, and yield The reactants are NC(C(=O)O)C1=CC(=C(C=C1)Cl)C (2-amino-2-(4-chloro-3-methylphenyl)acetic acid), [H-].[Al+3].[Li+].[H-].[H-].[H-] (lithium aluminum hydride). Solvent: O1CCCC1 (tetrahydrofuran). Yields the product NC(CO)C1=CC(=C(C=C1)Cl)C (2-amino-2-(4-chloro-3-methylphenyl)ethanol). Yield: 101.4%. RXN SMILES: [NH2:1][CH:2]([C:6]1[CH:11]=[CH:10][C:9]([Cl:12])=[C:8]([CH3:13])[CH:7]=1)[C:3](O)=[O:4].[H-].[Al+3].[Li+].[H-].[H-].[H-]>O1CCCC1>[NH2:1][CH:2]([C:6]1[CH:11]=[CH:10][C:9]([Cl:12])=[C:8]([CH3:13])[CH:7]=1)[CH2:3][OH:4] |f:1.2.3.4.5.6|. Procedure details: To 2-amino-2-(4-chloro-3-methylphenyl)acetic acid (1.7 g, 8.5 mmol) in tetrahydrofuran (0.4 M) at 0° C. was added lithium aluminum hydride (2 M, 8.5 mL, 17 mmol) dropwise. The reaction was refluxed for 18 hours. The reaction was cooled and quenched with ice water. The reaction was extracted with ethyl acetate, washed with water, and brine. The combined organic layers were dried over sodium sulfate, filtered, and concentrated to provide the title compound as a yellow solid (1.6 g, quantitative): ...